This data is from the Open Reaction Database (ORD), a public repository of structured organic reaction records. The task is: describe an organic reaction: reactants, conditions, products, and yield Starting materials: CC(C(=O)OCC)C(CC(C)C)=C (ethyl 2,5-dimethyl-3-methylenehexanoate), [OH-].[Na+] (NaOH), [H-].[Al+3].[Li+].[H-].[H-].[H-] (lithium aluminium hydride), O (water), O (water). Solvent: C1CCOC1 (THF), C1CCOC1 (THF). Run at time 3 hour. Yields the product CC(CO)C(CC(C)C)=C (2,5-dimethyl-3-methylenehexan-1-ol). Isolated yield 78.4%. RXN SMILES: [H-].[Al+3].[Li+].[H-].[H-].[H-].[CH3:7][CH:8]([C:14](=[CH2:19])[CH2:15][CH:16]([CH3:18])[CH3:17])[C:9](OCC)=[O:10].O.[OH-].[Na+]>C1COCC1>[CH3:7][CH:8]([C:14](=[CH2:19])[CH2:15][CH:16]([CH3:18])[CH3:17])[CH2:9][OH:10] |f:0.1.2.3.4.5,8.9|. Procedure: To a stirred suspension of lithium aluminium hydride (LAH, 4.63 g, 122 mmol) in THF (100 mL) was added dropwise between 3-5° C. within a period of 1 h a solution of ethyl 2,5-dimethyl-3-methylenehexanoate (22.5 g, 122 mmol) in THF (500 mL), and the resulting reaction mixture was stirred for 3 h under reflux. With cooling in an ice-bath, water (5.00 mL) was added dropwise, followed by 15% aq. NaOH solution (5.00 mL) and again water (15.0 mL). After stirring for further 30 min at room temp, the fo... Reaction SMILES: C(=[N:14][CH:15]([CH2:18][C:19]1[C:28]2[C:23](=[CH:24][CH:25]=[CH:26][CH:27]=2)[N:22]=[CH:21][CH:20]=1)[C:16]#[N:17])(C1C=CC=CC=1)C1C=CC=CC=1.Cl>O1CCOCC1>[NH2:14][CH:15]([CH2:18][C:19]1[C:28]2[C:23](=[CH:24][CH:25]=[CH:26][CH:27]=2)[N:22]=[CH:21][CH:20]=1)[C:16]#[N:17]. The solvent is O1CCOCC1 (dioxane). Reaction conditions: time 8 hour. Reactants: C(C1=CC=CC=C1)(C1=CC=CC=C1)=NC(C#N)CC1=CC=NC2=CC=CC=C12 (2-(Benzhydrylideneamino)-3-quinolin-4-yl-propionitrile), Cl (HCl). Reported procedure: To 2-(Benzhydrylideneamino)-3-quinolin-4-yl-propionitrile (0.155 g, 4.29 mmol) in 5 ml dioxane, 1N HCl (1.3 ml, 12.8 mmol) was added and the reaction mixture stirred at room temperature overnight. The solution was concentrated under reduced pressure, partitioned between 10 ml water and EtOAc (10 ml). The organic layer was dried over sodium sulfate filtered and concentrated to give 2-Amino-3-quinolin-4-yl-propionitrile 0.036 g (43%) which was used as such for the subsequent step. Yields the product NC(C#N)CC1=CC=NC2=CC=CC=C12 (2-Amino-3-quinolin-4-yl-propionitrile). Yield: 4.3%.